This data is from the Open Reaction Database (ORD), a public repository of structured organic reaction records. The task is: describe an organic reaction: reactants, conditions, products, and yield Reactants: C, Clc1ccc(CC2=NCCCCC2)cc1, [H][H]. Product: Clc1ccc(CC2CCCCCN2)cc1. Reaction SMILES: [C:16].[Cl:1][c:2]1[cH:3][cH:4][c:5]([CH2:6][C:7]2=[N:8][CH2:9][CH2:10][CH2:11][CH2:12][CH2:13]2)[cH:14][cH:15]1.[H:17][H:18]>>[Cl:1][c:2]1[cH:3][cH:4][c:5]([CH2:6][CH:7]2[NH:8][CH2:9][CH2:10][CH2:11][CH2:12][CH2:13]2)[cH:14][cH:15]1. Reactants: BrC=1C(=NC=C(C1)Cl)N (3-bromo-5-chloropyridin-2-amine), ClCC=O (chloroacetaldehyde). Run in C(C)O (ethanol). Conditions: temperature 50 celsius, time 2 hour. Product: ClC=1C=C(C=2N(C1)C=CN2)Br (6-Chloro-8-bromoimidazo[1,2-a]pyridine). Isolated yield 88.2%. RXN SMILES: [Br:1][C:2]1[C:3]([NH2:9])=[N:4][CH:5]=[C:6]([Cl:8])[CH:7]=1.Cl[CH2:11][CH:12]=O>C(O)C>[Cl:8][C:6]1[CH:7]=[C:2]([Br:1])[C:3]2[N:4]([CH:11]=[CH:12][N:9]=2)[CH:5]=1. Procedure details: A mixture of 3-bromo-5-chloropyridin-2-amine (10 g, 49 mmol) and chloroacetaldehyde (50% in H2O, 12 mL, 98 mmol) in ethanol (100 mL) was heated at 50° C. overnight. It was then cooled to room temperature and concentrated. Acetone (30 mL) was added to the residue and the resulting mixture was stirred rapidly for 2 h. The resulting solid was collected through filtration and dried to afford 101a as a yellow solid (10.0 g, 89%). MS: [M+H]+ 231. 1H NMR (500 MHz, DMSO) δ 9.20 (s, 1H), 8.33 (s, 1H), 8.... Starting materials: ClC1=C(C(=O)O)C=CC=C1Cl (2,3-dichlorobenzoic acid), ClC1=CC=C(C=C1)C(CN)N1CCC(CC1)(F)F (2-(4-chloro-phenyl)-2-(4,4-difluoro-piperidin-1-yl)-ethylamine). The product is ClC1=CC=C(C=C1)C(CNC(C1=C(C(=CC=C1)Cl)Cl)=O)N1CCC(CC1)(F)F (N-[2-(4-Chloro-phenyl)-2-(4,4-difluoro-piperidin-1-yl)-ethyl]-2,3-dichloro-benzamide). As a reaction SMILES: [Cl:1][C:2]1[C:10]([Cl:11])=[CH:9][CH:8]=[CH:7][C:3]=1[C:4]([OH:6])=O.[Cl:12][C:13]1[CH:18]=[CH:17][C:16]([CH:19]([N:22]2[CH2:27][CH2:26][C:25]([F:29])([F:28])[CH2:24][CH2:23]2)[CH2:20][NH2:21])=[CH:15][CH:14]=1>>[Cl:12][C:13]1[CH:14]=[CH:15][C:16]([CH:19]([N:22]2[CH2:23][CH2:24][C:25]([F:29])([F:28])[CH2:26][CH2:27]2)[CH2:20][NH:21][C:4](=[O:6])[C:3]2[CH:7]=[CH:8][CH:9]=[C:10]([Cl:11])[C:2]=2[Cl:1])=[CH:17][CH:18]=1. Procedure: From 2,3-dichlorobenzoic acid and 2-(4-chloro-phenyl)-2-(4,4-difluoro-piperidin-1-yl)-ethylamine. The reactants are C(C)(=O)N1CCC(CC1)(C1=CC=CC=C1)O (1-acetyl-4-hydroxy-4-phenylpiperidine), FC=1C=C(C=CC1)C(F)(F)F (3-fluorobenzotrifluoride), ice water, [H-].[Na+] (sodium hydride). Run in CN(C=O)C (dimethylformamide), CN(C=O)C (dimethylformamide), CN(C=O)C (dimethylformamide). Reaction conditions: temperature 70 celsius, time 20 hour. The product is C(C)(=O)N1CCC(CC1)(OC1=CC(=CC=C1)C(F)(F)F)C1=CC=CC=C1 (1-acetyl-4-phenyl-4-(3-trifluoromethylphenoxy)piperidine). Isolated yield 20.9%. RXN SMILES: [H-].[Na+].[C:3]([N:6]1[CH2:11][CH2:10][C:9]([OH:18])([C:12]2[CH:17]=[CH:16][CH:15]=[CH:14][CH:13]=2)[CH2:8][CH2:7]1)(=[O:5])[CH3:4].F[C:20]1[CH:21]=[C:22]([C:26]([F:29])([F:28])[F:27])[CH:23]=[CH:24][CH:25]=1>CN(C)C=O>[C:3]([N:6]1[CH2:11][CH2:10][C:9]([C:12]2[CH:17]=[CH:16][CH:15]=[CH:14][CH:13]=2)([O:18][C:20]2[CH:25]=[CH:24][CH:23]=[C:22]([C:26]([F:29])([F:28])[F:27])[CH:21]=2)[CH2:8][CH2:7]1)(=[O:5])[CH3:4] |f:0.1|. Reported procedure: A stirred suspension of sodium hydride (60% in oil, 1.8 g) in 35 ml of dimethylformamide was treated with a solution of 9.00 g of 1-acetyl-4-hydroxy-4-phenylpiperidine in 100 ml of dimethylformamide and heated at 70° C. until evolution of gas had ceased. A solution of 7.38 g of 3-fluorobenzotrifluoride in 20 ml of dimethylformamide was added, dropwise, and the reaction allowed to proceed at 70° C. for 20 hours. The reaction mixture was then poured into an ice/water mixture and the aqueous suspen... Reactants: O=C([O-])O, [Cu], [I-], [K+], O=N[O-], CC(=O)c1cc(N)ccc1O, [Na+], [Na+], O, O=S(=O)(O)O. The product is CC(=O)c1cc(I)ccc1O. Reaction SMILES: [C:18](=[O:19])([O-:20])[OH:21].[Cu:29].[I-:17].[K+:16].[N:12]([O-:13])=[O:14].[NH2:1][c:2]1[cH:3][cH:4][c:5]([OH:11])[c:6]([C:8]([CH3:9])=[O:10])[cH:7]1.[Na+:15].[Na+:22].[OH2:28].[S:23](=[O:24])(=[O:25])([OH:26])[OH:27]>>[c:2]1([I:17])[cH:3][cH:4][c:5]([OH:11])[c:6]([C:8]([CH3:9])=[O:10])[cH:7]1. The reactants are O (Water), [H-].[Na+] (Sodium hydride), N1C(N2CCCC3=CC=CC1=C23)=O (5,6-dihydro-4H-imidazo[4,5,1-ij]quinolin-2(1H)-one), CI (methyl iodide). Run in CN(C=O)C (dimethylformamide). Run at time 1 hour. Product: CN1C(N2CCCC3=CC=CC1=C23)=O (1-Methyl-5,6-dihydro-4H-imidazo[4,5,1-ij]quinolin-2(1H)-one). As a reaction SMILES: [H-].[Na+].[NH:3]1[C:13]2=[C:14]3[C:9](=[CH:10][CH:11]=[CH:12]2)[CH2:8][CH2:7][CH2:6][N:5]3[C:4]1=[O:15].[CH3:16]I.O>CN(C)C=O>[CH3:16][N:3]1[C:13]2=[C:14]3[C:9](=[CH:10][CH:11]=[CH:12]2)[CH2:8][CH2:7][CH2:6][N:5]3[C:4]1=[O:15] |f:0.1|. Reported procedure: Sodium hydride (2.36 g) was added to a solution of 5,6-dihydro-4H-imidazo[4,5,1-ij]quinolin-2(1H)-one (10 g) obtained in Reference Example 131 in dimethylformamide (100 ml), the mixture was stirred at room temperature for 1 hour, methyl iodide (3.68 ml) was added, and the mixture was stirred at room temperature for 18 hours. Water (200 g) was poured into the reaction mixture, extracted with ethyl acetate, and washed with brine. The organic layer was dried over anhydrous magnesium sulfate, and th... Reactants: C(#N)C1=C(C(=O)C(=C(C1=O)Cl)Cl)C#N (DDQ), COC(CCC\C=C/C[C@@H]1[C@H]([C@@H](CC1=O)O)C=1C=C2CCC(C2=CC1)OCC1=CC=C(C=C1)OC)=O ((Z)-7-{(1R,2S,3R)-3-Hydroxy-2-[1-(4-methoxy-benzyloxy)-indan-5-yl]-5-oxo-cyclopentyl}-hept-5-enoic acid methyl ester), C(=O)(O)[O-].[Na+] (NaHCO3), ClC(C)Cl (dichloroethane). Run in ClCCl (dichloromethane), O (water). Reaction conditions: time 1 hour. The product is COC(CCC\C=C/C[C@@H]1[C@H]([C@@H](CC1=O)O)C=1C=C2CCC(C2=CC1)=O)=O ((Z)-7-[(1R,2S,3R)-3-Hydroxy-5-oxo-2-(1-oxo-indan-5-yl)-cyclopentyl]-hept-5-enoic acid methyl ester). Isolated yield 64.3%. RXN SMILES: C(C1C(=O)C(Cl)=C(Cl)C(=O)C=1C#N)#N.[CH3:15][O:16][C:17](=[O:50])[CH2:18][CH2:19][CH2:20]/[CH:21]=[CH:22]\[CH2:23][C@H:24]1[C:28](=[O:29])[CH2:27][C@@H:26]([OH:30])[C@@H:25]1[C:31]1[CH:32]=[C:33]2[C:37](=[CH:38][CH:39]=1)[CH:36]([O:40]CC1C=CC(OC)=CC=1)[CH2:35][CH2:34]2.ClC(Cl)C.C([O-])(O)=O.[Na+]>ClCCl.O>[CH3:15][O:16][C:17](=[O:50])[CH2:18][CH2:19][CH2:20]/[CH:21]=[CH:22]\[CH2:23][C@H:24]1[C:28](=[O:29])[CH2:27][C@@H:26]([OH:30])[C@@H:25]1[C:31]1[CH:32]=[C:33]2[C:37](=[CH:38][CH:39]=1)[C:36](=[O:40])[CH2:35][CH2:34]2 |f:3.4|. Reported procedure: DDQ (10 mg, 0.041 mmol) was added to a mixture of 15-5 (11 mg, 0.021 mmol) in dichloromethane (0.5 mL)/water (25 μL). After 1 h, dichloroethane (0.5 mL) was added and the reaction was stirred overnight. Saturated NaHCO3 solution was added and the resulting mixture was extracted with dichloromethane (3×20 mL). The combined dichloromethane solution was washed with brine and then was dried (Na2SO4), filtered and evaporated. Purification of the residue by flash chromatography on silica gel (60% ethy... Reactants: BrB(Br)Br, COCc1cc2c(-c3ccc(C(F)(F)F)n(C)c3=O)c(F)cc(Cl)c2o1, ClCCl, ClCCl, O. Yields the product Cn1c(C(F)(F)F)ccc(-c2c(F)cc(Cl)c3oc(CO)cc23)c1=O. RXN SMILES: [B:30]([Br:31])([Br:32])[Br:33].[Cl:1][c:2]1[cH:3][c:4]([F:26])[c:5](-[c:14]2[c:15](=[O:25])[n:16]([CH3:24])[c:17]([C:20]([F:21])([F:22])[F:23])[cH:18][cH:19]2)[c:6]2[cH:7][c:8]([CH2:11][O:12][CH3:13])[o:9][c:10]12.[Cl:27][CH2:28][Cl:29].[Cl:35][CH2:36][Cl:37].[OH2:34]>>[Cl:1][c:2]1[cH:3][c:4]([F:26])[c:5](-[c:14]2[c:15](=[O:25])[n:16]([CH3:24])[c:17]([C:20]([F:21])([F:22])[F:23])[cH:18][cH:19]2)[c:6]2[cH:7][c:8]([CH2:11][OH:12])[o:9][c:10]12.